This data is from the Open Reaction Database (ORD), a public repository of structured organic reaction records. The task is: describe an organic reaction: reactants, conditions, products, and yield Solvent: CN(C=O)C (dimethylformamide). Product: C1(=CC=CC=C1)OC(=O)C1=C(C(=CC(=C1)N)C(=O)OC1=CC=CC=C1)C(=O)OC1=CC=CC=C1 (5-Amino-1,2,3-benzenetricarboxylic acid Triphenyl Ester). The reagents and catalysts are [Pd] (palladium-on-carbon). RXN SMILES: [C:1]1([O:7][C:8]([C:10]2[CH:15]=[C:14]([N+:16]([O-])=O)[CH:13]=[C:12]([C:19]([O:21][C:22]3[CH:27]=[CH:26][CH:25]=[CH:24][CH:23]=3)=[O:20])[C:11]=2[C:28]([O:30][C:31]2[CH:36]=[CH:35][CH:34]=[CH:33][CH:32]=2)=[O:29])=[O:9])[CH:6]=[CH:5][CH:4]=[CH:3][CH:2]=1>CN(C)C=O.[Pd]>[C:1]1([O:7][C:8]([C:10]2[CH:15]=[C:14]([NH2:16])[CH:13]=[C:12]([C:19]([O:21][C:22]3[CH:27]=[CH:26][CH:25]=[CH:24][CH:23]=3)=[O:20])[C:11]=2[C:28]([O:30][C:31]2[CH:36]=[CH:35][CH:34]=[CH:33][CH:32]=2)=[O:29])=[O:9])[CH:2]=[CH:3][CH:4]=[CH:5][CH:6]=1. Reactants: C1(=CC=CC=C1)OC(=O)C1=C(C(=CC(=C1)[N+](=O)[O-])C(=O)OC1=CC=CC=C1)C(=O)OC1=CC=CC=C1 (5-nitro-1,2,3-benzenetricarboxylic acid triphenyl ester). Procedure: A solution of 29.0 g. of 5-nitro-1,2,3-benzenetricarboxylic acid triphenyl ester in dimethylformamide is hydrogenated on a Parr shaker in the presence of 10% palladium-on-carbon catalyst. The mixture is filtered through diatomaceous earth and the filtrate is diluted with water and extracted with methylene chloride. The extract is dried over anhydrous sodium sulfate and evaporated to give an oil. The oil is crystallized from ether, and the solid is recrystallized from benzene and twice from ethan... Reactants: BrC=1C=C(N)C=CC1 (3-bromoaniline), N (NH3), C(C)(=O)NC1=C(C=C2C(NC=NC2=C1)=O)[N+](=O)[O-] (7-acetamido-6-nitro-3H-quinazolin-4-one), Cl (hydrochloride). The solvent is O=P(Cl)(Cl)Cl (POCl3), C(C)(C)O (isopropanol). The product is C(C)(=O)NC1=C(C=C2C(=NC=NC2=C1)NC1=CC(=CC=C1)Br)[N+](=O)[O-] (7-acetamido-4-(3-bromoanilino)-6-nitroquinazoline). The yield is 45.0%. RXN SMILES: [C:1]([NH:4][C:5]1[CH:14]=[C:13]2[C:8]([C:9](=O)[NH:10][CH:11]=[N:12]2)=[CH:7][C:6]=1[N+:16]([O-:18])=[O:17])(=[O:3])[CH3:2].[Br:19][C:20]1[CH:21]=[C:22]([CH:24]=[CH:25][CH:26]=1)[NH2:23].Cl.N>O=P(Cl)(Cl)Cl.C(O)(C)C>[C:1]([NH:4][C:5]1[CH:14]=[C:13]2[C:8]([C:9]([NH:23][C:22]3[CH:24]=[CH:25][CH:26]=[C:20]([Br:19])[CH:21]=3)=[N:10][CH:11]=[N:12]2)=[CH:7][C:6]=1[N+:16]([O-:18])=[O:17])(=[O:3])[CH3:2]. Procedure details: A solution of 7-acetamido-6-nitro-3H-quinazolin-4-one (5.00 g, 20 mmol) in POCl3 (250 mL) is heated under reflux for 2 h, the excess of POCl3 is removed under vacuum, and the residue is dissolved in CH2Cl2 and washed with aqueous Na2CO3 solution. Workup gives the crude 4-chloro derivative, which is coupled directly with 3-bromoaniline in isopropanol as above, and the resulting hydrochloride is converted directly to the free base, by treatment with aqueous NH3, to give 7-acetamido-4-(3-bromoanili... The reactants are ClC=1C2=C(N(C3=C(N1)C=CC=N3)CC)N=CC=C2 (6-chloro-11-ethyl-11H-dipyrido[3,2-b:2',3'-e][1,4]diazepine), C(CC)N (n-propylamine), C(CC)N (n-propylamine). Solvent: C1(=CC=CC=C1)C (toluene). The product is C(C)N1C2=C(N=C(C3=C1N=CC=C3)NCCC)C=CC=N2 (11-Ethyl-6-(n-propylamino)-11H-dipyrido[3,2-b:2',3'-e][1,4]diazepine). Reaction SMILES: Cl[C:2]1[C:3]2[CH:18]=[CH:17][CH:16]=[N:15][C:4]=2[N:5]([CH2:13][CH3:14])[C:6]2[N:12]=[CH:11][CH:10]=[CH:9][C:7]=2[N:8]=1.[CH2:19]([NH2:22])[CH2:20][CH3:21]>C1(C)C=CC=CC=1>[CH2:13]([N:5]1[C:4]2[N:15]=[CH:16][CH:17]=[CH:18][C:3]=2[C:2]([NH:22][CH2:19][CH2:20][CH3:21])=[N:8][C:7]2[CH:9]=[CH:10][CH:11]=[N:12][C:6]1=2)[CH3:14]. Procedure: A mixture of 6-chloro-11-ethyl-11H-dipyrido[3,2-b:2',3'-e][1,4]diazepine (0.7 g, n-propylamine (0.8 g), and toluene (25 mL) was heated at reflux for ten days. At two day intervals during the ten day period, additional 1.6 g portions of n-propylamine was added to the refluxing mixture. The mixture was then concentrated in vacuo and the residue chromatographed over silica gel (eluted with 20% ethyl acetate/hexane) to give 0.15 g of the title compound, m.p. 114°-116° C.